The task is: describe an organic reaction: reactants, conditions, products, and yield. This data is from the Open Reaction Database (ORD), a public repository of structured organic reaction records. Reactants: Cl.NC(C(=O)OCC)C(=O)OCC (diethyl 2-aminomalonate hydrochloride), C(CO)(=O)O (glycolic acid), ON1N=NC2=C1C=CC=C2 (1-hydroxybenzotriazole), C1(CCCCC1)N=C=NC1CCCCC1 (N,N'-dicyclohexylcarbodiimide). Solvent: CN(C=O)C (dimethylformamide), C(C)N(CC)CC (triethylamine). Product: OCC(=O)NC(C(=O)OCC)C(=O)OCC (diethyl 2-[(hydroxyacetyl)amino]malonate). The yield is 62.7%. RXN SMILES: Cl.[NH2:2][CH:3]([C:9]([O:11][CH2:12][CH3:13])=[O:10])[C:4]([O:6][CH2:7][CH3:8])=[O:5].[C:14](O)(=[O:17])[CH2:15][OH:16].ON1C2C=CC=CC=2N=N1.C1(N=C=NC2CCCCC2)CCCCC1>CN(C)C=O.C(N(CC)CC)C>[OH:17][CH2:14][C:15]([NH:2][CH:3]([C:4]([O:6][CH2:7][CH3:8])=[O:5])[C:9]([O:11][CH2:12][CH3:13])=[O:10])=[O:16] |f:0.1|. Procedure: To a solution of diethyl 2-aminomalonate hydrochloride (4.2 g) and glycolic acid (1.6 g) in dimethylformamide is added triethylamine (2.12 g), and to the mixture are added 1-hydroxybenzotriazole (2.7 g) and N,N'-dicyclohexylcarbodiimide (4.33 g) with stirring under ice cooling. The mixture is reacted at 0° to 5° C. for 2 hours and further reacted at room temperature for 15 hours. The reaction mixture is concentrated under reduced pressure, and to the residue is added ethyl acetate, and the undis... Reactants: C1(CC1)NC(=O)C=1C=CC(=C(C1)NC(=O)C1=NC=C(C=C1)O)C (N-{5-[(cyclopropylamino)carbonyl]-2-methylphenyl}-5-hydroxypyridine-2-carboxamide), Cl.ClCC1=NC=CC=C1 (2-chloromethyl-pyridine hydrochloride), H+. Product: C1(CC1)NC(=O)C=1C=CC(=C(C1)NC(=O)C1=NC=C(C=C1)OCC1=NC=CC=C1)C (N-{5-[(cyclopropylamino)carbonyl]-2-methylphenyl}-5-(pyridin-2-ylmethoxy)pyridine-2-carboxamide). RXN SMILES: [CH:1]1([NH:4][C:5]([C:7]2[CH:8]=[CH:9][C:10]([CH3:23])=[C:11]([NH:13][C:14]([C:16]3[CH:21]=[CH:20][C:19]([OH:22])=[CH:18][N:17]=3)=[O:15])[CH:12]=2)=[O:6])[CH2:3][CH2:2]1.Cl.Cl[CH2:26][C:27]1[CH:32]=[CH:31][CH:30]=[CH:29][N:28]=1>>[CH:1]1([NH:4][C:5]([C:7]2[CH:8]=[CH:9][C:10]([CH3:23])=[C:11]([NH:13][C:14]([C:16]3[CH:21]=[CH:20][C:19]([O:22][CH2:26][C:27]4[CH:32]=[CH:31][CH:30]=[CH:29][N:28]=4)=[CH:18][N:17]=3)=[O:15])[CH:12]=2)=[O:6])[CH2:3][CH2:2]1 |f:1.2|. Procedure details: The title compound was prepared from N-{5-[(cyclopropylamino)carbonyl]-2-methylphenyl}-5-hydroxypyridine-2-carboxamide and 2-chloromethyl-pyridine hydrochloride according to the method described for Example 4; NMR Spectrum: (DMSOd6) 0.58 (m, 2H), 0.69 (m, 2H), 2.32 (s, 3H), 2.86 (m, 1H), 5.40 (s, 2H), 7.33 (m, 1H), 7.39 (m, 1H), 7.58 (m, 2H), 7.72 (m, 1H), 7.88 (m, 1H), 8.13 (m, 1H), 8.21 (m, 1H), 8.36 (m, 1H), 8.51 (m, 1H), 8.61 (m, 1H), 10.14 (s, 1H); Mass Spectrum: M+H+ 403. Reactants: C(C)(=O)O[BH-](OC(C)=O)OC(C)=O.[Na+] (sodium triacetoxyborohydride), ClC=1N=C(C2=C(N1)C=C(S2)CC=O)N2CCOCC2 ((2-chloro-4-morpholin-4-yl-thieno[3,2-d]pyrimidin-6-yl)-acetaldehyde), CS(=O)(=O)N1CCNCC1 (1-methanesulfonyl-piperazine), COC(OC)OC (trimethylorthoformate). Run in ClCCCl (1,2-dichloroethane). Run at time 1 hour. Product: ClC=1N=C(C2=C(N1)C=C(S2)CCN2CCN(CC2)S(=O)(=O)C)N2CCOCC2 (2-chloro-6-[2-(4-methanesulfonyl-piperazin-1-yl)-ethyl]-4-morpholin-4-yl-thieno[3,2-d]pyrimidine). Isolated yield 22.3%. As a reaction SMILES: [Cl:1][C:2]1[N:3]=[C:4]([N:14]2[CH2:19][CH2:18][O:17][CH2:16][CH2:15]2)[C:5]2[S:10][C:9]([CH2:11][CH:12]=O)=[CH:8][C:6]=2[N:7]=1.[CH3:20][S:21]([N:24]1[CH2:29][CH2:28][NH:27][CH2:26][CH2:25]1)(=[O:23])=[O:22].COC(OC)OC.C(O[BH-](OC(=O)C)OC(=O)C)(=O)C.[Na+]>ClCCCl>[Cl:1][C:2]1[N:3]=[C:4]([N:14]2[CH2:19][CH2:18][O:17][CH2:16][CH2:15]2)[C:5]2[S:10][C:9]([CH2:11][CH2:12][N:27]3[CH2:28][CH2:29][N:24]([S:21]([CH3:20])(=[O:23])=[O:22])[CH2:25][CH2:26]3)=[CH:8][C:6]=2[N:7]=1 |f:3.4|. Reported procedure: To a solution of crude (2-chloro-4-morpholin-4-yl-thieno[3,2-d]pyrimidin-6-yl)-acetaldehyde (300 mg) and 1-methanesulfonyl-piperazine (243 mg) in 1,2-dichloroethane (10 mL) at room temperature was added trimethylorthoformate (0.33 mL). The reaction mixture was stirred at room temperature for 1 h and then sodium triacetoxyborohydride (534 mg) was added. The reaction mixture was stirred at room temperature for 16 h and then quenched with saturated aqueous sodium carbonate solution (20 mL) and extr...